From a dataset of the Open Reaction Database (ORD), a public repository of structured organic reaction records. describe an organic reaction: reactants, conditions, products, and yield Reactants: [OH-].[Na+] (sodium hydroxide), CN1CC=2N(C3=C(C1=O)C(=CC=C3)C)C=NC2C(=O)OCC (ethyl 5,6-dihydro-5,7-dimethyl-6-oxo-4H-imidazo[1,5-a][1,4]benzodiazepine-3-carboxylate). The solvent is C(C)O (ethanol), O (water). Product: CN1CC=2N(C3=C(C1=O)C(=CC=C3)C)C=NC2C(=O)O (5,6-dihydro-5,7-dimethyl-6-oxo-4H-imidazo[1,5-a][1,4]benzodiazepine-3-carboxylic acid). RXN SMILES: [CH3:1][N:2]1[C:8](=[O:9])[C:7]2[C:10]([CH3:14])=[CH:11][CH:12]=[CH:13][C:6]=2[N:5]2[CH:15]=[N:16][C:17]([C:18]([O:20]CC)=[O:19])=[C:4]2[CH2:3]1.[OH-].[Na+]>C(O)C.O>[CH3:1][N:2]1[C:8](=[O:9])[C:7]2[C:10]([CH3:14])=[CH:11][CH:12]=[CH:13][C:6]=2[N:5]2[CH:15]=[N:16][C:17]([C:18]([OH:20])=[O:19])=[C:4]2[CH2:3]1 |f:1.2|. Reported procedure: 25 g (85 mmol) of ethyl 5,6-dihydro-5,7-dimethyl-6-oxo-4H-imidazo[1,5-a][1,4]benzodiazepine-3-carboxylate were heated to boiling under reflux for 1 hour with 3.40 g (85 mmol) of sodium hydroxide in 200 ml of ethanol and 15 ml of water. After evaporation of the ethanol the mixture was diluted with water and acidified with 21 ml of 4 normal hydrochloric acid. The suspension obtained was suction filtered and washed with water. After drying the suction filter cake there was obtained 5,6-dihydro-5,7-... Reactants: [Na] (sodium), CSC=1N(C(C2=C(N1)SC=C2)=O)CCC (2-methylsulfanyl-3-propyl-3H-thieno[2.3-d]pyrimidin-4-one). Run in C(CC)O (n-propanol). The product is C(CC)OC=1N(C(C2=C(N1)SC=C2)=O)CCC (2-propoxy-3-propyl-3H-thieno[2.3-d]pyrimidin-4-one). Yield: 106.2%. As a reaction SMILES: [Na].CS[C:4]1[N:5]([CH2:14][CH2:15][CH3:16])[C:6](=[O:13])[C:7]2[CH:12]=[CH:11][S:10][C:8]=2[N:9]=1>C(O)CC>[CH2:6]([O:13][C:4]1[N:5]([CH2:14][CH2:15][CH3:16])[C:6](=[O:13])[C:7]2[CH:12]=[CH:11][S:10][C:8]=2[N:9]=1)[CH2:7][CH3:8] |^1:0|. Procedure: In a sulfonation flask, 12.5 g (0.15 mol) of sodium propylate and 12.0 g (0.05 mol) 2-methylsulfanyl-3-propyl-3H-thieno[2.3-d]pyrimidin-4-one are stirred in 120 ml of absolute n-propanol for 4 hours under nitrogen at reflux temperature. The n-propanol is then removed in a water-jet vacuum and the residue taken up in ethyl acetate/water and the organic phase is extracted twice with water. The organic phase is dried over sodium sulfate and the solvent removed in the water-jet vacuum, giving the cr... Reactants: ClC=1C(=NC=CN1)N1CCOCC1 (4-(3-chloropyrazin-2-yl)morpholine), [OH-].[Na+] (NaOH), O (water). Run in CS(=O)C (DMSO). Conditions: temperature 80 celsius, time 2 hour. Product: O1CCN(CC1)C=1C(NC=CN1)=O (3-morpholinopyrazin-2(1H)-one). Isolated yield 74.2%. Reaction SMILES: Cl[C:2]1[C:3]([N:8]2[CH2:13][CH2:12][O:11][CH2:10][CH2:9]2)=[N:4][CH:5]=[CH:6][N:7]=1.[OH-:14].[Na+].O>CS(C)=O>[O:11]1[CH2:12][CH2:13][N:8]([C:3]2[C:2](=[O:14])[NH:7][CH:6]=[CH:5][N:4]=2)[CH2:9][CH2:10]1 |f:1.2|. Procedure details: A mixture of 4-(3-chloropyrazin-2-yl)morpholine (894 mg, 6 mmol) and aq NaOH (13 mL, 52 mmol) in DMSO (18 mL) was stirred at 80° C. for 2 h. The reaction mixture was poured into water (30 mL) and extracted with ethyl acetate (3×20 mL). The combined organic layers were washed with brine, dried over Na2SO4, filtered and concentrated under reduced pressure to give 3-morpholinopyrazin-2(1H)-one as a light yellow solid (807 mg, 92.9%). 1H NMR (300 MHz, CDCl3) δ 11.80 (br s, 1H), 7.05 (d, J=4.2 Hz, 1H... Starting materials: ClC1(C(CC12CCC2)=O)CC(Cl)(Cl)Cl (1-chloro-1-(2',2',2'-trichloroethyl)spiro(3.3)-heptan-2-one). The reagents and catalysts are [Zn] (zinc). The solvent is C(=O)O (formic acid). Reaction conditions: temperature 30 celsius, time 2 hour. The product is ClC(CC1C(CC12CCC2)=O)(Cl)Cl (1-(2',2',2'-trichloroethyl)spiro(3.3)heptan-2-one). RXN SMILES: Cl[C:2]1([CH2:10][C:11]([Cl:14])([Cl:13])[Cl:12])[C:5]2([CH2:8][CH2:7][CH2:6]2)[CH2:4][C:3]1=[O:9]>[Zn].C(O)=O>[Cl:12][C:11]([Cl:13])([Cl:14])[CH2:10][CH:2]1[C:5]2([CH2:8][CH2:7][CH2:6]2)[CH2:4][C:3]1=[O:9]. Reported procedure: 18 g of 1-chloro-1-(2',2',2'-trichloroethyl)spiro(3.3)-heptan-2-one is placed into 200 ml of formic acid, and 8.5 g of zinc dust is added portionwise in such a way that the temperature does not exceed 30° C. The reaction mixture is afterwards stirred for two hours at 30° C. and then filtered. The filtrate is concentrated by evaporation; water is added and the mixture is extracted with diethyl ether. The ethereal phase is washed with water, with aqueous sodium carbonate solution and again with wa...